This data is from the Open Reaction Database (ORD), a public repository of structured organic reaction records. The task is: describe an organic reaction: reactants, conditions, products, and yield Reactants: ClC1=CC=C(N)C=C1 (4-chloroaniline), COC1=C(C(=O)CC(=O)OCC)C=CC=C1 (ethyl (2-methoxybenzoyl)acetate). Yields the product ClC=1C=C2C(=CC(=NC2=CC1)C1=C(C=CC=C1)OC)O (6-chloro-2-(2-methoxyphenyl)quinolin-4-ol). As a reaction SMILES: [Cl:1][C:2]1[CH:8]=[CH:7][C:5]([NH2:6])=[CH:4][CH:3]=1.[CH3:9][O:10][C:11]1[CH:24]=[CH:23][CH:22]=[CH:21][C:12]=1[C:13]([CH2:15][C:16](OCC)=[O:17])=O>>[Cl:1][C:2]1[CH:8]=[C:7]2[C:5](=[CH:4][CH:3]=1)[N:6]=[C:13]([C:12]1[CH:21]=[CH:22][CH:23]=[CH:24][C:11]=1[O:10][CH3:9])[CH:15]=[C:16]2[OH:17]. Procedure: Prepared according to procedure R using 4-chloroaniline (774.0 mg, 6.1 mmol), ethyl (2-methoxybenzoyl)acetate (2.0 mL, 10.3 mmol), and PPA (4.70 g, 47.0 mmol) to afford 6-chloro-2-(2-methoxyphenyl)quinolin-4-ol. Mass Spectrum (ESI) m/e=286.0 (M+1). Starting materials: C(CCC)O (n-butanol), C(C=C)(=O)O (acrylic acid), CS(=O)(=O)O (methanesulfonic acid). Run in O (water). Product: C(C=C)(=O)OCCCC (n-butyl acrylate). As a reaction SMILES: [CH2:1]([OH:5])[CH2:2][CH2:3][CH3:4].[C:6](O)(=[O:9])[CH:7]=[CH2:8].CS(O)(=O)=O>O>[C:6]([O:5][CH2:1][CH2:2][CH2:3][CH3:4])(=[O:9])[CH:7]=[CH2:8]. Procedure: Into reaction vessel 1 are fed n-butanol (BuOH), acrylic acid (HAcA) and an acid esterification catalyst such as methanesulfonic acid (MSA) through lines 2, 4, and 5 respectively. A polymerization inhibitor is also typically employed throughout the process, and added at appropriate locations and concentrations. Those of skill in the art will recognize appropriate locations and concentrations to utilize. Conditions of temperature and pressure are maintained in reaction vessel 1 to cause a reactio... The reactants are Cc1cccc(-c2sc(C)nc2C(=O)O)c1, O=C(NCC1CC2CC2N1)c1cccc2c1OCCO2. Product: Cc1cccc(-c2sc(C)nc2C(=O)N2C(CNC(=O)c3cccc4c3OCCO4)CC3CC32)c1. As a reaction SMILES: [CH3:21][c:22]1[s:23][c:24](-[c:30]2[cH:31][c:32]([CH3:36])[cH:33][cH:34][cH:35]2)[c:25]([C:27](=[O:28])[OH:29])[n:26]1.[CH:1]12[NH:2][CH:3]([CH2:7][NH:8][C:9](=[O:10])[c:11]3[cH:12][cH:13][cH:14][c:15]4[c:20]3[O:19][CH2:18][CH2:17][O:16]4)[CH2:4][CH:5]1[CH2:6]2>>[CH:1]12[N:2]([C:27]([c:25]3[c:24](-[c:30]4[cH:31][c:32]([CH3:36])[cH:33][cH:34][cH:35]4)[s:23][c:22]([CH3:21])[n:26]3)=[O:28])[CH:3]([CH2:7][NH:8][C:9](=[O:10])[c:11]3[cH:12][cH:13][cH:14][c:15]4[c:20]3[O:19][CH2:18][CH2:17][O:16]4)[CH2:4][CH:5]1[CH2:6]2. Starting materials: S(OC)(OC)(=O)=O, c12c(cc(cc1F)Br)cn[nH]2. The reagents and catalysts are c1ccc(cc1)-c2c3ccccc3cc4ccccc24 (9-Phenylanthracene), CC(C)(C)N=P(N=P(N(C)C)(N(C)C)N(C)C)(N=P(N(C)C)(N(C)C)N(C)C)N=P(N(C)C)(N(C)C)N(C)C (P4-t-Bu). The solvent is CN(C)C=O  (DMF). Reaction conditions: temperature 25 celsius, time 18 hour. Product: Cn1cc2cc(Br)cc(F)c2n1. RXN SMILES: [F:1][c:2]1[c:11]([c:7]2[cH:6][c:4]([Br:5])[cH:3]1)[nH:10][n:9][cH:8]2.[CH3:12]OS(OC)(=O)=O>>[CH3:12][n:9]1[n:10][c:11]([c:7]2[cH:8]1)[c:2]([F:1])[cH:3][c:4]([Br:5])[cH:6]2.